From a dataset of the Open Reaction Database (ORD), a public repository of structured organic reaction records. describe an organic reaction: reactants, conditions, products, and yield Reactants: ClC1=CC=C(C=C1)C1=NOC(=C1COC1=NC=C(C(=O)O)C=C1)C (6-[3-(4-chloro-phenyl)-5-methyl-isoxazol-4-ylmethoxy]-nicotinic acid), N[C@H](C)CO (D-alaninol). The product is ClC1=CC=C(C=C1)C1=NOC(=C1COC1=NC=C(C(=O)N[C@@H](CO)C)C=C1)C (6-[3-(4-Chloro-phenyl)-5-methyl-isoxazol-4-ylmethoxy]-N—((R)-2-hydroxy-1-methyl-ethyl)-nicotinamide). Yield: 94.0%. As a reaction SMILES: [Cl:1][C:2]1[CH:7]=[CH:6][C:5]([C:8]2[C:12]([CH2:13][O:14][C:15]3[CH:23]=[CH:22][C:18]([C:19]([OH:21])=O)=[CH:17][N:16]=3)=[C:11]([CH3:24])[O:10][N:9]=2)=[CH:4][CH:3]=1.[NH2:25][C@@H:26]([CH2:28][OH:29])[CH3:27]>>[Cl:1][C:2]1[CH:3]=[CH:4][C:5]([C:8]2[C:12]([CH2:13][O:14][C:15]3[CH:23]=[CH:22][C:18]([C:19]([NH:25][C@H:26]([CH3:27])[CH2:28][OH:29])=[O:21])=[CH:17][N:16]=3)=[C:11]([CH3:24])[O:10][N:9]=2)=[CH:6][CH:7]=1. Procedure: As described for example 254, 6-[3-(4-chloro-phenyl)-5-methyl-isoxazol-4-ylmethoxy]-nicotinic acid (100 mg, 0.29 mmol) was converted, using D-alaninol instead of 2-amino-2-methyl-1-propanol, to the title compound (100 mg, 94%) which was obtained as a white solid. MS: m/e=402.2 [M+H]+.